From a dataset of the Open Reaction Database (ORD), a public repository of structured organic reaction records. describe an organic reaction: reactants, conditions, products, and yield Reactants: C(C1=CC=CC=C1)N(OCCC(=O)OC)CC1=CC=CC=C1 (methyl 3-[N,N-dibenzylaminoxy]propanoate), [OH-].[K+] (potassium hydroxide). Run in O1CCCC1 (tetrahydrofuran), O (water). The product is C(C1=CC=CC=C1)N(OCCC(=O)O)CC1=CC=CC=C1 (3-[N,N-dibenzylaminoxy]propanoic acid). As a reaction SMILES: [CH2:1]([N:8]([CH2:16][C:17]1[CH:22]=[CH:21][CH:20]=[CH:19][CH:18]=1)[O:9][CH2:10][CH2:11][C:12]([O:14]C)=[O:13])[C:2]1[CH:7]=[CH:6][CH:5]=[CH:4][CH:3]=1.[OH-].[K+]>O1CCCC1.O>[CH2:16]([N:8]([CH2:1][C:2]1[CH:7]=[CH:6][CH:5]=[CH:4][CH:3]=1)[O:9][CH2:10][CH2:11][C:12]([OH:14])=[O:13])[C:17]1[CH:18]=[CH:19][CH:20]=[CH:21][CH:22]=1 |f:1.2|. Procedure details: A solution of 22.4 g of methyl 3-[N,N-dibenzylaminoxy]propanoate and 4.50 g of potassium hydroxide in 200 ml of tetrahydrofuran and 200 ml of water is heated under reflux for 12 hours under N2. The mixture is concentrated under reduced pressure and the residue is partitioned between water and ether. The combined aqueous extracts are acidified with hydrochloric acid and then extracted with methylene chloride. The combined organic extracts are dried (MgSO4) and evaporated under reduced pressure to... The reactants are ClC1=NC(=CN=C1)OC1=C(C=CC=C1)F (2-chloro-6-(2-fluorophenyloxy)-pyrazine), COC=1C=C(N)C=C(C1OC)OC (3,4,5-trimethoxyaniline). Solvent: CCOC(=O)C (AcOEt), C1CCCCC1 (cyclohexane). Yields the product COC=1C=C(C=C(C1OC)OC)NC1=NC(=CN=C1)OC1=C(C=CC=C1)F (2-(3,4,5-Trimethoxyphenylamino)-6-(2-fluorophenyl-oxy)-pyrazine). Yield: 71.0%. RXN SMILES: Cl[C:2]1[CH:7]=[N:6][CH:5]=[C:4]([O:8][C:9]2[CH:14]=[CH:13][CH:12]=[CH:11][C:10]=2[F:15])[N:3]=1.[CH3:16][O:17][C:18]1[CH:19]=[C:20]([CH:22]=[C:23]([O:27][CH3:28])[C:24]=1[O:25][CH3:26])[NH2:21]>CCOC(C)=O.C1CCCCC1>[CH3:28][O:27][C:23]1[CH:22]=[C:20]([NH:21][C:2]2[CH:7]=[N:6][CH:5]=[C:4]([O:8][C:9]3[CH:14]=[CH:13][CH:12]=[CH:11][C:10]=3[F:15])[N:3]=2)[CH:19]=[C:18]([O:17][CH3:16])[C:24]=1[O:25][CH3:26]. Procedure: Using Method EE with 2-chloro-6-(2-fluorophenyloxy)-pyrazine (200 mg, 0.89 mmol) and 3,4,5-trimethoxyaniline (196 mg, 1.07 mmol), and purification by column chromatography (AcOEt:cyclohexane, 1:1), the title compound was obtained (234 mg). Yield: 71%. 1H NMR (250 MHz, DMSO-d6) δ 3.42 (s, 6H, [CH3O]3+5), 3.54 (s, 3H, [CH3O]4), 6.69 (s, 2H, Harom2′+6′), 7.24-7.41 (m, 4H, Harom), 7.83 (s, 1H, HPz 5), 7.96 (s, 1H, HPz 3), 9.57 (s, 1H, NH). Starting materials: BrC=1C(=C2C(=NC1C(=O)O)N(C=N2)C)F (6-bromo-7-fluoro-3-methyl-3H-imidazo[4,5-b]pyridine-5-carboxylic acid), [Si](C)(C)(C)C=[N+]=[N-] (TMSCHN2). The solvent is C1CCOC1.CO (THF MeOH). Run at time 2 hour. Product: COC(=O)C1=C(C(=C2C(=N1)N(C=N2)C)F)Br (6-bromo-7-fluoro-3-methyl-3H-imidazo[4,5-b]pyridine-5-carboxylic acid methyl ester). As a reaction SMILES: [Br:1][C:2]1[C:3]([F:15])=[C:4]2[N:13]=[CH:12][N:11]([CH3:14])[C:5]2=[N:6][C:7]=1[C:8]([OH:10])=[O:9].[Si](C=[N+]=[N-])(C)(C)[CH3:17]>C1COCC1.CO>[CH3:17][O:9][C:8]([C:7]1[N:6]=[C:5]2[N:11]([CH3:14])[CH:12]=[N:13][C:4]2=[C:3]([F:15])[C:2]=1[Br:1])=[O:10] |f:2.3|. Procedure: To a solution of 6-bromo-7-fluoro-3-methyl-3H-imidazo[4,5-b]pyridine-5-carboxylic acid (1.00 equivalent) in THF-MeOH at 0° C. is added TMSCHN2 (1.30 equivalents, 2 M solution in hexanes). The resulting mixture is warmed to room temperature and stirred for 2 hours. The reaction is quenched with AcOH. The reaction mixture is diluted with EtOAc. The organic layer is washed with saturated aqueous NaHCO3 and brine, dried over MgSO4, filtered, and concentrated in vacuo to afford the desired product th... Reactants: O=C([O-])[O-], CN1C(=O)CCC2(C)c3ccc(S)cc3CCC12, CN(C)C=O, CCOC(C)=O, CCCc1cccc2sc(Cl)nc12, [K+], [K+]. The product is CCCc1cccc2sc(Sc3ccc4c(c3)CCC3N(C)C(=O)CCC43C)nc12. RXN SMILES: [C:19](=[O:20])([O-:21])[O-:22].[CH3:1][N:2]1[C:3](=[O:18])[CH2:4][CH2:5][C:6]2([CH3:17])[c:7]3[c:8]([cH:12][c:13]([SH:16])[cH:14][cH:15]3)[CH2:9][CH2:10][CH:11]12.[CH3:38][N:39]([CH3:40])[CH:41]=[O:42].[CH3:43][CH2:44][O:45][C:46](=[O:47])[CH3:48].[Cl:25][c:26]1[s:27][c:28]2[c:29]([n:30]1)[c:31]([CH2:35][CH2:36][CH3:37])[cH:32][cH:33][cH:34]2.[K+:23].[K+:24]>>[CH3:1][N:2]1[C:3](=[O:18])[CH2:4][CH2:5][C:6]2([CH3:17])[c:7]3[c:8]([cH:12][c:13]([S:16][c:26]4[s:27][c:28]5[c:29]([n:30]4)[c:31]([CH2:35][CH2:36][CH3:37])[cH:32][cH:33][cH:34]5)[cH:14][cH:15]3)[CH2:9][CH2:10][CH:11]12. The reactants are CCO, Fc1ccc2c(-c3ccc(OCC4CO4)cc3)noc2c1, NCc1ccc(F)cc1F. The product is OC(CNCc1ccc(F)cc1F)COc1ccc(-c2noc3cc(F)ccc23)cc1. As a reaction SMILES: [CH3:32][CH2:33][OH:34].[F:1][c:2]1[cH:3][c:4]2[c:5]([c:6](-[c:9]3[cH:10][cH:11][c:12]([O:15][CH2:16][CH:17]4[O:18][CH2:19]4)[cH:13][cH:14]3)[n:7][o:8]2)[cH:20][cH:21]1.[F:22][c:23]1[c:24]([CH2:25][NH2:26])[cH:27][cH:28][c:29]([F:31])[cH:30]1>>[F:1][c:2]1[cH:3][c:4]2[c:5]([c:6](-[c:9]3[cH:10][cH:11][c:12]([O:15][CH2:16][CH:17]([OH:18])[CH2:19][NH:26][CH2:25][c:24]4[c:23]([F:22])[cH:30][c:29]([F:31])[cH:28][cH:27]4)[cH:13][cH:14]3)[n:7][o:8]2)[cH:20][cH:21]1. Starting materials: C[Si](C)(C)n1ccnc1, CC(=O)O, Fc1ccc(C2(CCl)CO2)c(F)c1, CN(C)C=O, [Na]n1ccnc1. Yields the product C[Si](C)(C)OC(CCl)(Cn1ccnc1)c1ccc(F)cc1F. As a reaction SMILES: [CH3:14][Si:15]([n:16]1[cH:17][cH:18][n:19][cH:20]1)([CH3:21])[CH3:22].[CH3:29][C:30](=[O:31])[OH:32].[O:1]1[CH2:2][C:3]1([CH2:4][Cl:5])[c:6]1[c:7]([F:13])[cH:8][c:9]([F:12])[cH:10][cH:11]1.[O:33]=[CH:34][N:35]([CH3:36])[CH3:37].[n:23]1([Na:28])[cH:24][n:25][cH:26][cH:27]1>>[O:1]([C:3]([CH2:2][n:23]1[cH:24][n:25][cH:26][cH:27]1)([CH2:4][Cl:5])[c:6]1[c:7]([F:13])[cH:8][c:9]([F:12])[cH:10][cH:11]1)[Si:15]([CH3:14])([CH3:21])[CH3:22].